This data is from the Open Reaction Database (ORD), a public repository of structured organic reaction records. The task is: describe an organic reaction: reactants, conditions, products, and yield Starting materials: ice water, OC1=C(C(=O)C2=CC=C(C=C2)C)C=CC=C1 (2-hydroxy-4'-methylbenzophenone), ClCC#N (chloroacetonitrile), C([O-])([O-])=O.[K+].[K+] (potassium carbonate). The solvent is CN(C)C=O (N,N'-dimethylformamide). Reaction conditions: time 5 hour. The product is C(#N)COC1=C(C(=O)C2=CC=C(C=C2)C)C=CC=C1 (2-cyanomethoxy-4'-methylbenzophenone). Yield: 98.3%. As a reaction SMILES: [OH:1][C:2]1[CH:16]=[CH:15][CH:14]=[CH:13][C:3]=1[C:4]([C:6]1[CH:11]=[CH:10][C:9]([CH3:12])=[CH:8][CH:7]=1)=[O:5].Cl[CH2:18][C:19]#[N:20].C(=O)([O-])[O-].[K+].[K+]>CN(C=O)C>[C:19]([CH2:18][O:1][C:2]1[CH:16]=[CH:15][CH:14]=[CH:13][C:3]=1[C:4]([C:6]1[CH:11]=[CH:10][C:9]([CH3:12])=[CH:8][CH:7]=1)=[O:5])#[N:20] |f:2.3.4|. Procedure: A mixture of 2-hydroxy-4'-methylbenzophenone (18.3 g), chloroacetonitrile (7.87 g) and potassium carbonate (14.2 g) in N,N'-dimethylformamide (183 ml) was stirred at ambient temperature for 5 hours and then poured into ice water. The separated oil was extracted with dichloromethane (×2). The organic layer were washed with water (×3), dried and concentrated in vacuo. The residue was purified by flash column chromatography on silica gel eluted with dichloromethane to give 2-cyanomethoxy-4'-methylb... The reactants are [OH-].[Na+] (sodium hydroxide), COC=1C=C(C=O)C=CC1OC (3,4-Dimethoxybenzaldehyde), C(CC(=O)O)(=O)O (malonic acid), N1CCCCC1 (piperidine). The solvent is N1=CC=CC=C1 (pyridine), O (water). Conditions: temperature 80 celsius. Product: COC=1C=C(C=CC1OC)C=CC(=O)O (3-(3,4-Dimethoxy-phenyl)-acrylic acid). Reaction SMILES: [CH3:1][O:2][C:3]1[CH:4]=[C:5]([CH:8]=[CH:9][C:10]=1[O:11][CH3:12])[CH:6]=O.C(O)(=O)[CH2:14][C:15]([OH:17])=[O:16].N1CCCCC1.[OH-].[Na+]>N1C=CC=CC=1.O>[CH3:1][O:2][C:3]1[CH:4]=[C:5]([CH:6]=[CH:14][C:15]([OH:17])=[O:16])[CH:8]=[CH:9][C:10]=1[O:11][CH3:12] |f:3.4|. Reported procedure: 3,4-Dimethoxybenzaldehyde (25 g, 0.15 mol), malonic acid (32.87 g, 0.31 mol) and piperidine (1 mL) were dissolved in pyridine (100 mL) under stirring. The reaction mixture was heated at 80° C. for 3 h, after which the temperature was further increased to 120° C. and maintained at this temperature for 3 h. The reaction mixture was cooled, diluted with water (70 mL) and pH of the solution was adjusted to 9 by addition of 10% aqueous sodium hydroxide solution. The mixture was extracted with ethyl a... The reactants are [H-].[Na+] (Sodium hydride), ice, C(C=C)N(C[C@@H](C)O)C ((2R)-1-[allyl(methyl)amino]propan-2-ol), FC1=C2C(=NC=NC2=CC=C1)NC1=CC(=C(C=C1)OC=1C=NC(=CC1)C)C (5-fluoro-N-{3-methyl-4-[(6-methylpyridin-3-yl)oxy]phenyl}quinazolin-4-amine). Solvent: C1CCOC1 (THF). Run at temperature 65 celsius. Product: C(C=C)N(C[C@H](OC1=C2C(=NC=NC2=CC=C1)NC1=CC(=C(C=C1)OC=1C=NC(=CC1)C)C)C)C (5-{(1R)-2-[allyl(methyl)amino]-1-methylethoxy}-N-{3-methyl-4-[(6-methylpyridin-3-yl)oxy]phenyl}quinazolin-4-amine). Isolated yield 51.1%. Reaction SMILES: [H-].[Na+].[CH2:3]([N:6]([CH3:11])[CH2:7][C@H:8]([OH:10])[CH3:9])[CH:4]=[CH2:5].F[C:13]1[CH:22]=[CH:21][CH:20]=[C:19]2[C:14]=1[C:15]([NH:23][C:24]1[CH:29]=[CH:28][C:27]([O:30][C:31]3[CH:32]=[N:33][C:34]([CH3:37])=[CH:35][CH:36]=3)=[C:26]([CH3:38])[CH:25]=1)=[N:16][CH:17]=[N:18]2>C1COCC1>[CH2:3]([N:6]([CH3:11])[CH2:7][C@@H:8]([CH3:9])[O:10][C:13]1[CH:22]=[CH:21][CH:20]=[C:19]2[C:14]=1[C:15]([NH:23][C:24]1[CH:29]=[CH:28][C:27]([O:30][C:31]3[CH:32]=[N:33][C:34]([CH3:37])=[CH:35][CH:36]=3)=[C:26]([CH3:38])[CH:25]=1)=[N:16][CH:17]=[N:18]2)[CH:4]=[CH2:5] |f:0.1|. Reported procedure: Sodium hydride (960 mg, 60% dispersion in oil, 20 mmol) was added portion wise to an ice-cooled solution of (2R)-1-[allyl(methyl)amino]propan-2-ol (3.87 g, 30 mmol, obtained as described in Example 2.3, preparation of starting materials) and 5-fluoro-N-{3-methyl-4-[(6-methylpyridin-3-yl)oxy]phenyl}quinazolin-4-amine (3.6 g, 10 mmol) in THF (25 ml). The mixture was heated at 65° C. for 24 hours. After cooling, the solvents were evaporated under vacuum. The mixture was diluted with DCM, and washed... Reactants: crude product, ONC(=N)C=1C2=C(N=CC1)N(C=C2)COCC[Si](C)(C)C (N-hydroxy-1-[2-(trimethylsilyl)ethoxy]methyl-1H-pyrrolo[2,3-b]pyridine-4-carboximidamide), N1=CC=CC=C1 (pyridine), C(#N)C=1C=C(C(=O)Cl)C=CC1 (3-cyanobenzoyl chloride). The solvent is C(C)#N (ACN). Reaction conditions: temperature 80 celsius, time 1 hour. The product is C[Si](CCOCN1C=CC=2C1=NC=CC2C2=NOC(=N2)C=2C=C(C#N)C=CC2)(C)C (3-[3-(1-[2-(trimethylsilyl)ethoxy]methyl-1H-pyrrolo[2,3-b]pyridin-4-yl)-1,2,4-oxadiazol-5-yl]benzonitrile). Isolated yield 95.8%. As a reaction SMILES: [OH:1][NH:2][C:3]([C:5]1[C:6]2[CH:13]=[CH:12][N:11]([CH2:14][O:15][CH2:16][CH2:17][Si:18]([CH3:21])([CH3:20])[CH3:19])[C:7]=2[N:8]=[CH:9][CH:10]=1)=[NH:4].N1C=CC=CC=1.[C:28]([C:30]1[CH:31]=[C:32]([CH:36]=[CH:37][CH:38]=1)[C:33](Cl)=O)#[N:29]>C(#N)C>[CH3:19][Si:18]([CH3:21])([CH3:20])[CH2:17][CH2:16][O:15][CH2:14][N:11]1[C:7]2=[N:8][CH:9]=[CH:10][C:5]([C:3]3[N:4]=[C:33]([C:32]4[CH:31]=[C:30]([CH:38]=[CH:37][CH:36]=4)[C:28]#[N:29])[O:1][N:2]=3)=[C:6]2[CH:13]=[CH:12]1. Procedure: The crude product N-hydroxy-1-[2-(trimethylsilyl)ethoxy]methyl-1H-pyrrolo[2,3-b]pyridine-4-carboximidamide (0.06 gm, 0.0002 mol) was dissolved in pyridine (1.0 mL, 0.012 mol) and then 3-cyanobenzoyl chloride (0.040 g, 0.00024 mol) was added at rt. This mixture was stirred for 1 h and heated to 80° C. in an oil bath. After heating for 18 h the reaction was allowed to cool to rt and then diluted with ACN and concentrated in vacuo to give 3-[3-(1-[2-(trimethylsilyl)ethoxy]methyl-1H-pyrrolo[2,3-b]py... The reactants are FS(=O)(=O)C(F)(F)C(F)(F)C(=O)F (FSO2CF2CF2COF), [F-].[Cs+] (CsF), FC(C1(C(F)(F)O1)F)(F)F (hexafluoropropene oxide), COCCOCCOC (diglyme). Conditions: time 1 hour. Yields the product FS(=O)(=O)C(F)(F)C(F)(F)OC(F)(C(F)(F)F)C(=O)F (FSO2CF2CF2OCF(CF3)COF). Reaction SMILES: [F:1][S:2]([C:5]([C:8](C(F)=O)([F:10])[F:9])([F:7])[F:6])(=[O:4])=[O:3].[F-].[Cs+].[F:16][C:17]([F:25])([F:24])[C:18]1([F:23])[O:22][C:19]1(F)[F:20].C[O:27]CCOCCOC>>[F:1][S:2]([C:5]([C:8]([O:22][C:18]([C:19]([F:20])=[O:27])([C:17]([F:25])([F:24])[F:16])[F:23])([F:9])[F:10])([F:6])[F:7])(=[O:3])=[O:4] |f:1.2|. Reported procedure: FSO2CF2CF2COF obtained in Example 1-6, CsF powder and diglyme are charged into an autoclave, and hexafluoropropene oxide is introduced with stirring under cooling with ice. Stirring is continued for 1 hour, and the content in the autoclave is distilled under reduced pressure to obtain FSO2CF2CF2OCF(CF3)COF. The reactants are C(C)(C)N(C(C)C)CC (N,N-diisopropylethylamine), BrC=1C=C(C=NC1)CCN (5-bromo(3-pyridyl)ethylamine), C(C)S(=O)(=O)Cl (ethanesulfonyl chloride). The solvent is C(Cl)Cl (DCM), C(Cl)Cl (CH2Cl2). Reaction conditions: time 2 hour. The product is BrC=1C=C(C=NC1)[C@@H](C)NS(=O)(=O)CC (ethanesulfonic acid [(R)-1-(5-bromo-pyridin-3-yl)-ethyl]-amide). The yield is 75.3%. Reaction SMILES: [Br:1][C:2]1[CH:3]=[C:4]([CH2:8][CH2:9]N)[CH:5]=[N:6][CH:7]=1.C([N:14](CC)C(C)C)(C)C.[CH2:20]([S:22](Cl)(=[O:24])=[O:23])[CH3:21]>C(Cl)Cl>[Br:1][C:2]1[CH:3]=[C:4]([C@H:8]([NH:14][S:22]([CH2:20][CH3:21])(=[O:24])=[O:23])[CH3:9])[CH:5]=[N:6][CH:7]=1. Reported procedure: To a vial is added (1R)-1-(5-bromo(3-pyridyl)ethylamine (300 mg, 1.26 mmol) in 3 ml of CH2Cl2, followed by the addition of N,N-diisopropylethylamine (490 mg, 3.79 mmol). Then ethanesulfonyl chloride (195 mg, 1.52 mmol) is added. The reaction mixture is stirred at room temperature for 2 hours. The reaction mixture is diluted with DCM, washed with water, brine, dried over anhydrous Na2SO4, filtered and concentrated to give the crude product. Purification by the flash column chromatography affords ... Starting materials: [N+](=O)([O-])C1=CC=C(C=C1)OC(=O)C1=CC=C(C=2N=C(OC21)CC)OC(F)F (4-difluoromethoxy-2-ethylbenzooxazole-7-carboxylic acid 4-nitro-phenyl ester), C(C)C1=C(N(N=C1)C)N (4-ethyl-2-methyl-2H-pyrazol-3-ylamine). Product: C(C)C1=C(N(N=C1)C)NC(=O)C1=CC=C(C=2N=C(OC21)CC)OC(F)F (4-Difluoromethoxy-2-ethylbenzooxazole-7-carboxylic acid (4-ethyl-2-methyl-2H-pyrazol-3-yl)-amide), solid. As a reaction SMILES: [N+](C1C=CC(O[C:11]([C:13]2[C:21]3[O:20][C:19]([CH2:22][CH3:23])=[N:18][C:17]=3[C:16]([O:24][CH:25]([F:27])[F:26])=[CH:15][CH:14]=2)=[O:12])=CC=1)([O-])=O.[CH2:28]([C:30]1[CH:34]=[N:33][N:32]([CH3:35])[C:31]=1[NH2:36])[CH3:29]>>[CH2:28]([C:30]1[CH:34]=[N:33][N:32]([CH3:35])[C:31]=1[NH:36][C:11]([C:13]1[C:21]2[O:20][C:19]([CH2:22][CH3:23])=[N:18][C:17]=2[C:16]([O:24][CH:25]([F:26])[F:27])=[CH:15][CH:14]=1)=[O:12])[CH3:29]. Procedure details: Starting from 4-difluoromethoxy-2-ethylbenzooxazole-7-carboxylic acid 4-nitro-phenyl ester (100 mg) and 4-ethyl-2-methyl-2H-pyrazol-3-ylamine (64 mg). Purification by column chromatography on silica eluting with 5% methanol in dichloromethane afforded the title compound as an off white solid (55 mg). The reactants are C1(CCCC1)C=1N=C(SC1)/C=C/C=1C=C(C=CC1)N ((E)-3-[2-[4-(cyclopentyl)-2-thiazolyl]ethenyl]benzeneamine), C1(CC=2C(C(=O)O1)=CC=CC2)=O (homophthalic anhydride), C1(=CC=CC=C1)C (toluene). Run in O1CCCC1 (tetrahydrofuran). Yields the product C1(CCCC1)C=1N=C(SC1)/C=C/C=1C=C(C=CC1)NC(CC1=C(C(=O)O)C=CC=C1)=O ((E)-2-[2-[3-[2-[4-(Cyclopentyl)-2-thiazolyl]ethenyl]phenylamino]-2-oxoethyl]benzoic acid). As a reaction SMILES: [CH:1]1([C:6]2[N:7]=[C:8](/[CH:11]=[CH:12]/[C:13]3[CH:14]=[C:15]([NH2:19])[CH:16]=[CH:17][CH:18]=3)[S:9][CH:10]=2)[CH2:5][CH2:4][CH2:3][CH2:2]1.[C:20]1(=[O:31])[O:26][C:24](=[O:25])[C:23]2=[CH:27][CH:28]=[CH:29][CH:30]=[C:22]2[CH2:21]1.C1(C)C=CC=CC=1>O1CCCC1>[CH:1]1([C:6]2[N:7]=[C:8](/[CH:11]=[CH:12]/[C:13]3[CH:14]=[C:15]([NH:19][C:20](=[O:31])[CH2:21][C:22]4[CH:30]=[CH:29][CH:28]=[CH:27][C:23]=4[C:24]([OH:26])=[O:25])[CH:16]=[CH:17][CH:18]=3)[S:9][CH:10]=2)[CH2:5][CH2:4][CH2:3][CH2:2]1. Procedure details: A solution of 2.7 g of (E)-3-[2-[4-(cyclopentyl)-2-thiazolyl]ethenyl]benzeneamine, 1.78 g of homophthalic anhydride and 40 ml of toluene was heated to reflux for 0.5 hr. Cooling and filtration yielded 3.75 g of (E)-2-[2-[3-[2-[4-(cyclopentyl)-2-thiazolyl]ethenyl]phenyl=amino]-2-oxoethyl]benzoic acid; m.p. 209°-210° C. from tetrahydrofuran.